This data is from the Open Reaction Database (ORD), a public repository of structured organic reaction records. The task is: describe an organic reaction: reactants, conditions, products, and yield Reactants: COC1=C(C=O)C=CC(=C1)O (2-methoxy-4-hydroxy-benzaldehyde), O1CCCC=C1 (3,4-dihydro-2H-pyran), C1(=CC=C(C=C1)S(=O)(=O)[O-])C.[NH+]1=CC=CC=C1 (pyridinium p-toluenesulfonate). Solvent: C(Cl)Cl (methylene chloride). Conditions: time 8 hour. Yields the product ethyl acetate hexanes, COC1=C(C=O)C=CC(=C1)OC1OCCCC1 (2-Methoxy-4-(tetrahydro-pyran-2-yloxy)-benzaldehyde). Isolated yield 57.1%. As a reaction SMILES: [CH3:1][O:2][C:3]1[CH:10]=[C:9]([OH:11])[CH:8]=[CH:7][C:4]=1[CH:5]=[O:6].[O:12]1[CH:17]=[CH:16][CH2:15][CH2:14][CH2:13]1.C1(C)C=CC(S([O-])(=O)=O)=CC=1.[NH+]1C=CC=CC=1>C(Cl)Cl>[CH3:1][O:2][C:3]1[CH:10]=[C:9]([O:11][CH:13]2[CH2:14][CH2:15][CH2:16][CH2:17][O:12]2)[CH:8]=[CH:7][C:4]=1[CH:5]=[O:6] |f:2.3|. Procedure: To a solution of 2-methoxy-4-hydroxy-benzaldehyde (2.40 g, 15.8 mmol) and 3,4-dihydro-2H-pyran (3.6 mL, 39.5 mmol) in 50 mL methylene chloride was added pyridinium p-toluenesulfonate (0.397 g, 1.58 mmol). The reaction mixture was stirred at room temperature overnight at which time the reaction was concentrated to one-half its original volume. The layers were separated and the organic layer was washed with saturated aqueous sodium bicarbonate and water. The organic layer was dried (magnesium sulf... Starting materials: N1CCC(C(=O)OCC)CC1 (ethyl isonipecotate), BrCC=1C=CC2=C(C(=C(O2)[N+](=O)[O-])C2=CC=CC=C2)C1 (5-bromomethyl-2-nitro-3-phenylbenzofuran), CC(=O)C (acetone). Run in C(C)OCC (diethyl ether). The product is Br.[N+](=O)([O-])C=1OC2=C(C1C1=CC=CC=C1)C=C(C=C2)N2CCC(C(=O)OCC)CC2 (ethyl N-(2-nitro-3-phenylbenzofuran-5-yl)isonipecotate hydrobromide). As a reaction SMILES: [NH:1]1[CH2:11][CH2:10][CH:4]([C:5]([O:7][CH2:8][CH3:9])=[O:6])[CH2:3][CH2:2]1.[Br:12]C[C:14]1[CH:15]=[CH:16][C:17]2[O:21][C:20]([N+:22]([O-:24])=[O:23])=[C:19]([C:25]3[CH:30]=[CH:29][CH:28]=[CH:27][CH:26]=3)[C:18]=2[CH:31]=1.CC(C)=O>C(OCC)C>[BrH:12].[N+:22]([C:20]1[O:21][C:17]2[CH:16]=[CH:15][C:14]([N:1]3[CH2:2][CH2:3][CH:4]([C:5]([O:7][CH2:8][CH3:9])=[O:6])[CH2:10][CH2:11]3)=[CH:31][C:18]=2[C:19]=1[C:25]1[CH:30]=[CH:29][CH:28]=[CH:27][CH:26]=1)([O-:24])=[O:23] |f:4.5|. Reported procedure: A mixture of 1.04 g. (0.0066 mole) of ethyl isonipecotate and 2 g. (0.006 mole) of 5-bromomethyl-2-nitro-3-phenylbenzofuran in 100 ml. of acetone is heated at reflux for 40 hours. The mixture is cooled and then evaporated to provide a residue which is diluted with diethyl ether. A yellow precipitate is separated by filtration to provide ethyl N-(2-nitro-3-phenylbenzofuran-5-yl)isonipecotate hydrobromide, m.p. 220°-221° C., having the structure ##STR19## The reactants are C1CCOC1, CCOC(=O)CC1OB(O)c2cc(OCCN(C)C)cc(C)c21, Cl, [Li+], [OH-], O, O. The product is Cc1cc(OCCN(C)C)cc2c1C(CC(=O)O)OB2O, Cl. RXN SMILES: [CH2:27]1[O:28][CH2:29][CH2:30][CH2:31]1.[CH3:1][N:2]([CH2:3][CH2:4][O:5][c:6]1[cH:7][c:8]([CH3:22])[c:9]2[c:10]([cH:21]1)[B:11]([OH:20])[O:12][CH:13]2[CH2:14][C:15](=[O:16])[O:17][CH2:18][CH3:19])[CH3:23].[ClH:26].[Li+:25].[OH-:24].[OH2:32].[OH2:33]>>[CH3:1][N:2]([CH2:3][CH2:4][O:5][c:6]1[cH:7][c:8]([CH3:22])[c:9]2[c:10]([cH:21]1)[B:11]([OH:20])[O:12][CH:13]2[CH2:14][C:15](=[O:16])[OH:17])[CH3:23].[ClH:26]. Starting materials: CCNCC, [Cu]I, Cc1noc(NS(=O)(=O)c2ccc(I)cc2)c1C, Cl[Pd]Cl, C#Cc1ccccc1, c1ccc(P(c2ccccc2)c2ccccc2)cc1, c1ccc(P(c2ccccc2)c2ccccc2)cc1. Yields the product Cc1noc(NS(=O)(=O)c2ccc(C#Cc3ccccc3)cc2)c1C. As a reaction SMILES: [CH2:27]([NH:28][CH2:29][CH3:30])[CH3:31].[Cu:32][I:33].[I:9][c:10]1[cH:11][cH:12][c:13]([S:16](=[O:17])(=[O:18])[NH:19][c:20]2[c:21]([CH3:26])[c:22]([CH3:25])[n:23][o:24]2)[cH:14][cH:15]1.[Pd:34]([Cl:35])[Cl:36].[c:1]1([C:7]#[CH:8])[cH:2][cH:3][cH:4][cH:5][cH:6]1.[c:37]1([P:38]([c:39]2[cH:40][cH:41][cH:42][cH:43][cH:44]2)[c:45]2[cH:46][cH:47][cH:48][cH:49][cH:50]2)[cH:51][cH:52][cH:53][cH:54][cH:55]1.[c:56]1([P:57]([c:58]2[cH:59][cH:60][cH:61][cH:62][cH:63]2)[c:64]2[cH:65][cH:66][cH:67][cH:68][cH:69]2)[cH:70][cH:71][cH:72][cH:73][cH:74]1>>[c:1]1([C:7]#[C:8][c:10]2[cH:11][cH:12][c:13]([S:16](=[O:17])(=[O:18])[NH:19][c:20]3[c:21]([CH3:26])[c:22]([CH3:25])[n:23][o:24]3)[cH:14][cH:15]2)[cH:2][cH:3][cH:4][cH:5][cH:6]1. The reactants are CC1(OC2=CC=C(C=C2C(=C1)OS(=O)(=O)C(F)(F)F)C#CC1=CC=C(C(=O)OCC)C=C1)C (ethyl 4-(2,2-dimethyl-4-trifluoromethanesulfonyloxy-(2H)-chromen-6-ylethynyl)-benzoate), C(C)(C)C1=CC=C(C=C1)Br (4-iso-propylbromobenzene), C(C)(C)(C)[Li] (tert-butyllithium), solution, CC1(OC2=CC=C(C=C2C(=C1)OS(=O)(=O)C(F)(F)F)C#CC1=CC=C(C(=O)OCC)C=C1)C (ethyl 4-(2,2-dimethyl-4-trifluoromethanesulfonyloxy-(2H)-chromen-6-ylethynyl)-benzoate). Reagents/catalysts: [Pd].C1(=CC=CC=C1)P(C1=CC=CC=C1)C1=CC=CC=C1.C1(=CC=CC=C1)P(C1=CC=CC=C1)C1=CC=CC=C1.C1(=CC=CC=C1)P(C1=CC=CC=C1)C1=CC=CC=C1.C1(=CC=CC=C1)P(C1=CC=CC=C1)C1=CC=CC=C1 (tetrakis(triphenylphosphine) palladium(0)), [Cl-].[Cl-].[Zn+2] (ZnCl2). Run in C1CCOC1 (THF), C1CCOC1 (THF), CCCCC (pentane), C1CCOC1 (THF). Yields the product CC(C)C1=CC=C(C=C1)C1=CC(OC2=CC=C(C=C12)C#CC1=CC=C(C(=O)OCC)C=C1)(C)C (Ethyl 4-[[4-(4-(1-methylethyl)phenyl)-2,2-dimethyl-(2H)-chromen-6-yl]-ethynyl]-benzoate), EtOAc hexanes. Yield: 2.5%. Reaction SMILES: [CH:1]([C:4]1[CH:9]=[CH:8][C:7](Br)=[CH:6][CH:5]=1)([CH3:3])[CH3:2].C([Li])(C)(C)C.[CH3:16][C:17]1([CH3:48])[CH:26]=[C:25](OS(C(F)(F)F)(=O)=O)[C:24]2[C:19](=[CH:20][CH:21]=[C:22]([C:35]#[C:36][C:37]3[CH:47]=[CH:46][C:40]([C:41]([O:43][CH2:44][CH3:45])=[O:42])=[CH:39][CH:38]=3)[CH:23]=2)[O:18]1>C1COCC1.CCCCC.[Cl-].[Cl-].[Zn+2].[Pd].C1(P(C2C=CC=CC=2)C2C=CC=CC=2)C=CC=CC=1.C1(P(C2C=CC=CC=2)C2C=CC=CC=2)C=CC=CC=1.C1(P(C2C=CC=CC=2)C2C=CC=CC=2)C=CC=CC=1.C1(P(C2C=CC=CC=2)C2C=CC=CC=2)C=CC=CC=1>[CH3:2][CH:1]([C:4]1[CH:9]=[CH:8][C:7]([C:25]2[C:24]3[C:19](=[CH:20][CH:21]=[C:22]([C:35]#[C:36][C:37]4[CH:47]=[CH:46][C:40]([C:41]([O:43][CH2:44][CH3:45])=[O:42])=[CH:39][CH:38]=4)[CH:23]=3)[O:18][C:17]([CH3:16])([CH3:48])[CH:26]=2)=[CH:6][CH:5]=1)[CH3:3] |f:5.6.7,8.9.10.11.12|. Procedure: A solution of 4-iso-propylbromobenzene (250.0 mg, 1.25 mmol) in 3.0 mL of THF was cooled to -78° C. and tert-butyllithium (160.8 mg, 2.51 mmol, 1.5 ml of a 1.7M solution in pentane) was added to give a yellow solution. After 30 minutes a solution of ZnCl2 (345.0 mg, 2.53 mmol) in 5.0 mL THF was slowly added via cannula. The resulting solution was warmed to room temperature and transferred via cannula to a solution of ethyl 4-((2,2-dimethyl-4-trifluoromethanesulfonyloxy-(2H)-chromen-6-yl)ethynyl)... Starting materials: C(C)(=O)NC=1C=CC=C2C(=CC=NC12)OC=1C=C(C=CC1C)N(C([O-])=O)C(C)(C)C (3-(8-Acetylaminoquinolin-4-yloxy)-4-methylphenyl-t-butylcarbamate), [OH-].[Na+] (sodium hydroxide). The solvent is ClCCl (dichloromethane), FC(C(=O)O)(F)F (trifluoroacetic acid). Run at time 1 hour. The product is C(C)(=O)NC=1C=CC=C2C(=CC=NC12)OC=1C=C(C=CC1C)N ([3-(8-acetylaminoquinolin-4-yloxy)-4-methylphenyl]amine). Yield: 107.6%. As a reaction SMILES: [C:1]([NH:4][C:5]1[CH:6]=[CH:7][CH:8]=[C:9]2[C:14]=1[N:13]=[CH:12][CH:11]=[C:10]2[O:15][C:16]1[CH:17]=[C:18]([N:23](C(C)(C)C)C(=O)[O-])[CH:19]=[CH:20][C:21]=1[CH3:22])(=[O:3])[CH3:2].[OH-].[Na+]>ClCCl.FC(F)(F)C(O)=O>[C:1]([NH:4][C:5]1[CH:6]=[CH:7][CH:8]=[C:9]2[C:14]=1[N:13]=[CH:12][CH:11]=[C:10]2[O:15][C:16]1[CH:17]=[C:18]([NH2:23])[CH:19]=[CH:20][C:21]=1[CH3:22])(=[O:3])[CH3:2] |f:1.2|. Procedure: 3-(8-Acetylaminoquinolin-4-yloxy)-4-methylphenyl-t-butylcarbamate (120 mg, 0.26 mmol) was dissolved in a 1:1 (by volume) mixture of dichloromethane and trifluoroacetic acid, which was then stirred at room temperature for one hour. When the reaction was completed, the resultant was neutralized with 1 M sodium hydroxide. The resultant was extracted with dichloromethane and water, and combined organic layers were dried with anhydrous sodium sulfate, and then filtered. After the solvent was removed ... Reactants: ClC1=CC=C(C=C1)C=1C=C(C2=C(N1)N(N=C2)C(C)C)C(=O)O (6-(4-chlorophenyl)-1-(1-methylethyl)-1H-pyrazolo[3,4-b]pyridine-4-carboxylic acid), ON1N=NC2=C1N=CC=C2 (1-hydroxy-7-azabenzotriazole), C(CCl)Cl (EDC), Cl.NCC=1C(NC(=CC1C)C)=O (3-(aminomethyl)-4,6-dimethyl-2(1H)-pyridinone HCl salt), CN1CCOCC1 (N-methylmorpholine). Run in CS(=O)C (DMSO). Yields the product ClC1=CC=C(C=C1)C=1C=C(C2=C(N1)N(N=C2)C(C)C)C(=O)NCC=2C(NC(=CC2C)C)=O (6-(4-Chlorophenyl)-N-[(4,6-dimethyl-2-oxo-1,2-dihydro-3-pyridinyl)methyl]-1-(1-methylethyl)-1H-pyrazolo[3,4-b]pyridine-4-carboxamide). Reaction SMILES: [Cl:1][C:2]1[CH:7]=[CH:6][C:5]([C:8]2[CH:9]=[C:10]([C:20](O)=[O:21])[C:11]3[CH:16]=[N:15][N:14]([CH:17]([CH3:19])[CH3:18])[C:12]=3[N:13]=2)=[CH:4][CH:3]=1.Cl.[NH2:24][CH2:25][C:26]1[C:27](=[O:34])[NH:28][C:29]([CH3:33])=[CH:30][C:31]=1[CH3:32].CN1CCOCC1.ON1C2N=CC=CC=2N=N1.C(Cl)CCl>CS(C)=O>[Cl:1][C:2]1[CH:7]=[CH:6][C:5]([C:8]2[CH:9]=[C:10]([C:20]([NH:24][CH2:25][C:26]3[C:27](=[O:34])[NH:28][C:29]([CH3:33])=[CH:30][C:31]=3[CH3:32])=[O:21])[C:11]3[CH:16]=[N:15][N:14]([CH:17]([CH3:19])[CH3:18])[C:12]=3[N:13]=2)=[CH:4][CH:3]=1 |f:1.2|. Procedure: The title compound was prepared in the same manner as described in example 109 using 6-(4-chlorophenyl)-1-(1-methylethyl)-1H-pyrazolo[3,4-b]pyridine-4-carboxylic acid (70 mg, 0.222 mmol), DMSO (2 mL), 3-(aminomethyl)-4,6-dimethyl-2(1H)-pyridinone HCl salt (62.7 mg, 0.333 mmol), N-methylmorpholine (0.097 mL, 0.887 mmol), 1-hydroxy-7-azabenzotriazole (60.3 mg, 0.443 mmol) and EDC (85 mg, 0.443 mmol). The final product was collected as 77 mg (78%). LCMS E-S (M+H)=450.3. 1H NMR (400 MHz, DMSO-d6) δ ... Procedure: In 300 ml of methanol was suspended 10 g of benzyloxycarbonyl-2-(2,5-dioxopyrrolidin-3-yl)glycine and, under cooling at -20° C. or below, 10 g of thionyl chloride was added dropwise. The mixture was stirred at 0°-5° C. for 4 hours and then at room temperature for 20 hours. The reaction mixture was concentrated under reduced pressure and the residue was dissolved in ethyl acetate. The ethyl acetate solution was washed with water, dried over sodium sulfate and concentrated under reduced pressure. ... Run at time 4 hour. As a reaction SMILES: [CH2:1]([O:8][C:9]([NH:11][CH:12]([CH:16]1[CH2:20][C:19](=[O:21])[NH:18][C:17]1=[O:22])[C:13]([OH:15])=[O:14])=[O:10])[C:2]1[CH:7]=[CH:6][CH:5]=[CH:4][CH:3]=1.S(Cl)(Cl)=O.[CH3:27]O>>[CH3:27][O:14][C:13](=[O:15])[CH:12]([CH:16]1[CH2:20][C:19](=[O:21])[NH:18][C:17]1=[O:22])[NH:11][C:9]([O:8][CH2:1][C:2]1[CH:3]=[CH:4][CH:5]=[CH:6][CH:7]=1)=[O:10]. Reactants: C(C1=CC=CC=C1)OC(=O)NC(C(=O)O)C1C(NC(C1)=O)=O (benzyloxycarbonyl-2-(2,5-dioxopyrrolidin-3-yl)glycine), S(=O)(Cl)Cl (thionyl chloride), CO (methanol). Yields the product COC(C(NC(=O)OCC1=CC=CC=C1)C1C(NC(C1)=O)=O)=O (Benzyloxycarbonyl-2-(2,5-dioxopyrrolidin-3-yl)glycine methyl ester).